Dataset: the Open Reaction Database (ORD), a public repository of structured organic reaction records. Task: describe an organic reaction: reactants, conditions, products, and yield Starting materials: C(CCCC)C1=CC=C(N)C=C1 (4-pentylaniline), S(O)(O)(=O)=O (sulfuric acid), diazonium salt, N(=O)[O-].[Na+] (sodium nitrite), S(O)(O)(=O)=O (sulfuric acid), diazonium salt, ice water, cupric sulfate pentahydrate, [Br-].[Na+] (sodium bromide). Reagents/catalysts: O.O.O.O.O.O.O.S(=O)([O-])[O-].[Na+].[Na+] (sodium sulfite heptahydrate), [Cu] (copper). Run in O (water), O (water), O (water). Reaction conditions: time 2 hour. Yields the product C(CCCC)C1=CC=C(C=C1)Br (4-pentylbromobenzene). The yield is 44.2%. Reaction SMILES: [CH2:1]([C:6]1[CH:12]=[CH:11][C:9](N)=[CH:8][CH:7]=1)[CH2:2][CH2:3][CH2:4][CH3:5].S(=O)(=O)(O)O.N([O-])=O.[Na+].[Br-:22].[Na+]>O.[Cu].O.O.O.O.O.O.O.S([O-])([O-])=O.[Na+].[Na+]>[CH2:1]([C:6]1[CH:12]=[CH:11][C:9]([Br:22])=[CH:8][CH:7]=1)[CH2:2][CH2:3][CH2:4][CH3:5] |f:2.3,4.5,8.9.10.11.12.13.14.15.16.17|. Reported procedure: A reaction vessel was charged with 100 g of 4-pentylaniline and 600 ml of water, and 80 g of concentrated sulfuric acid was added dropwise with ice water cooling and stirring. A solution of 43 g of sodium nitrite in 80 ml of water was then added dropwise and the reaction was carried out at the same temperature for 2 hours with stirring whereby a diazonium salt solution was prepared. Another reaction vessel was charged with 38.5 g of cupric sulfate pentahydrate (CuSO4.5H2O ), 12.2g of copper powd...